Dataset: the Open Reaction Database (ORD), a public repository of structured organic reaction records. Task: describe an organic reaction: reactants, conditions, products, and yield Starting materials: BrC1=CC(=C(C=C1)OC(C)C)C(=C)C1=CC=C(C=C1)C (4-bromo-1-isopropoxy-2-[(1-p-tolyl)vinyl]benzene), BrC1=CC(=C(C=C1)OC(C)C)C(=C)C1=CC=C(C=C1)C (4-bromo-1-isopropoxy-2-[(1-p-tolyl)vinyl]benzene), BrC1=CC(=C(C=C1)O)C(=C)C=1C=C(C=CC1)C (4-bromo-2-[(1-m-tolyl)vinyl]phenol), BrC1=CC(=C(C=C1)O)C(=C)C=1C=C(C=CC1)C (4-bromo-2-[(1-m-tolyl)vinyl]phenol). The product is BrC1=CC(C(C=C1)(O)OC(C)C)C(=C)C=1C=C(C=CC1)C (4-Bromo-1-isopropoxy-2-[(1-m-tolyl)vinyl]phenol). RXN SMILES: BrC1C=[CH:6][C:5]([O:8]C(C)C)=[C:4](C(C2C=CC(C)=CC=2)=C)C=1.[Br:21][C:22]1[CH:27]=[CH:26][C:25]([OH:28])=[C:24]([C:29]([C:31]2[CH:32]=[C:33]([CH3:37])[CH:34]=[CH:35][CH:36]=2)=[CH2:30])[CH:23]=1>>[Br:21][C:22]1[CH:27]=[CH:26][C:25]([O:8][CH:5]([CH3:6])[CH3:4])([OH:28])[CH:24]([C:29]([C:31]2[CH:32]=[C:33]([CH3:37])[CH:34]=[CH:35][CH:36]=2)=[CH2:30])[CH:23]=1. Procedure: Employing the same general procedure as for the preparation of 4-bromo-1-isopropoxy-2-[(1-p-tolyl)vinyl]benzene (Compound S), 81.5 mg (0.3 mmol) of 4-bromo-2-[(1-m-tolyl)vinyl]phenol (Compound N) was converted into the title compound using 164 mg (0.6 mmol) of triphenylphosphine, 0.10 mL (108 mg, 0.6 mmol) of diethylazodicarboxylate, 0.05 mL (39 mg, 0.6 mmol) of isopropanol and 3 mL of tetrahydrofuran. The reaction was sluggish necessitating addition (after 23 hours of stirring at ambient temper... Starting materials: N#CCBr, Cc1ccccc1CC(=O)c1cccc(OCc2ccccc2)c1, CC(C)(C)[O-], [K+], C1CCOC1. The product is Cc1ccccc1C(CC#N)C(=O)c1cccc(OCc2ccccc2)c1. RXN SMILES: [Br:31][CH2:32][C:33]#[N:34].[CH2:1]([c:2]1[cH:3][cH:4][cH:5][cH:6][cH:7]1)[O:8][c:9]1[cH:10][c:11]([C:15]([CH2:16][c:17]2[c:18]([CH3:23])[cH:19][cH:20][cH:21][cH:22]2)=[O:24])[cH:12][cH:13][cH:14]1.[CH3:25][C:26]([CH3:27])([O-:28])[CH3:29].[K+:30].[O:35]1[CH2:36][CH2:37][CH2:38][CH2:39]1>>[CH2:1]([c:2]1[cH:3][cH:4][cH:5][cH:6][cH:7]1)[O:8][c:9]1[cH:10][c:11]([C:15]([CH:16]([c:17]2[c:18]([CH3:23])[cH:19][cH:20][cH:21][cH:22]2)[CH2:32][C:33]#[N:34])=[O:24])[cH:12][cH:13][cH:14]1. Starting materials: ClC=1C=C2C=CC(=CC2=CC1)S(=O)(=O)N1CC(N(CC1)N=C1CCN(CC1)C=1C=NC=CC1)=O (4-(6-chloronaphthalene-2-sulfonyl)-1-[1-(3-pyridyl)-4-piperidinylideneamino]-2-piperazinone), C(#N)[BH3-].[Na+] (sodium cyanoborohydride). The product is ClC=1C=C2C=CC(=CC2=CC1)S(=O)(=O)N1CC(N(CC1)NC1CCN(CC1)C=1C=NC=CC1)=O (4-(6-Chloronaphthalene-2-sulfonyl)-1-[1-(3-pyridyl)-4-piperidinylamino]-2-piperazinone). The yield is 78.3%. Reaction SMILES: [Cl:1][C:2]1[CH:3]=[C:4]2[C:9](=[CH:10][CH:11]=1)[CH:8]=[C:7]([S:12]([N:15]1[CH2:20][CH2:19][N:18]([N:21]=[C:22]3[CH2:27][CH2:26][N:25]([C:28]4[CH:29]=[N:30][CH:31]=[CH:32][CH:33]=4)[CH2:24][CH2:23]3)[C:17](=[O:34])[CH2:16]1)(=[O:14])=[O:13])[CH:6]=[CH:5]2.C([BH3-])#N.[Na+]>>[Cl:1][C:2]1[CH:3]=[C:4]2[C:9](=[CH:10][CH:11]=1)[CH:8]=[C:7]([S:12]([N:15]1[CH2:20][CH2:19][N:18]([NH:21][CH:22]3[CH2:27][CH2:26][N:25]([C:28]4[CH:29]=[N:30][CH:31]=[CH:32][CH:33]=4)[CH2:24][CH2:23]3)[C:17](=[O:34])[CH2:16]1)(=[O:13])=[O:14])[CH:6]=[CH:5]2 |f:1.2|. Reported procedure: Similarly to Example 11, 4-(6-chloronaphthalene-2-sulfonyl)-1-[1-(3-pyridyl)-4-piperidinylideneamino]-2-piperazinone (420 mg) was reduced by sodium cyanoborohydride (53 mg) to obtain the title compound (330 mg) as colorless crystals. Reactants: [Br-].[Br-].[Br-].C1(=CC=CC=C1)[N+](C)(C)C.C1(=CC=CC=C1)[N+](C)(C)C.C1(=CC=CC=C1)[N+](C)(C)C (Phenyltrimethylammonium tribromide), CC1=CC=CC=2SC(=CC21)C(CC)=O (1-(4-methylbenzo[b]thiophen-2-yl)propan-1-one), [Br-].[Br-].[Br-].C1(=CC=CC=C1)[N+](C)(C)C.C1(=CC=CC=C1)[N+](C)(C)C.C1(=CC=CC=C1)[N+](C)(C)C (phenyltrimethylammonium tribromide). Procedure: Phenyltrimethylammonium tribromide (1.47 g) was added in portions under nitrogen at 0° C. over 10 minutes to a stirred solution of 1-(4-methylbenzo[b]thiophen-2-yl)propan-1-one (0.53 g) in tetrahydrofuran (15 ml), then the mixture was stirred at 0° C. for 3 hours and at ambient temperature for 16 hours. Further phenyltrimethylammonium tribromide (0.49 g) was added, then the mixture was stirred at ambient temperature for 26 hours and filtered. The solvent was removed in vacuo and the residue was ... Run in O1CCCC1 (tetrahydrofuran). Run at temperature 0 celsius, time 16 hour. The product is BrC(C(=O)C1=CC2=C(S1)C=CC=C2C)C (2-bromo-1-(4-methylbenzo[b]thiophen-2-yl)propan-1-one). The yield is 46.7%. RXN SMILES: [Br-:1].[Br-].[Br-].C1([N+](C)(C)C)C=CC=CC=1.C1([N+](C)(C)C)C=CC=CC=1.C1([N+](C)(C)C)C=CC=CC=1.[CH3:34][C:35]1[C:43]2[CH:42]=[C:41]([C:44](=[O:47])[CH2:45][CH3:46])[S:40][C:39]=2[CH:38]=[CH:37][CH:36]=1>O1CCCC1>[Br:1][CH:45]([CH3:46])[C:44]([C:41]1[S:40][C:39]2[CH:38]=[CH:37][CH:36]=[C:35]([CH3:34])[C:43]=2[CH:42]=1)=[O:47] |f:0.1.2.3.4.5|. Starting materials: CCOC(C)=O, CCCCCCCBr, CCCCCC, CN(C)C=O, [H-], O=C1NC(=O)C2(c3ccc([N+](=O)[O-])cc3)CC1C2, [Na+]. Product: CCCCCCCN1C(=O)C2CC(c3ccc([N+](=O)[O-])cc3)(C2)C1=O. RXN SMILES: [C:35]([O:36][CH2:37][CH3:38])(=[O:39])[CH3:40].[CH2:21]([CH2:22][CH2:23][CH2:24][CH2:25][CH2:26][CH3:27])[Br:28].[CH3:29][CH2:30][CH2:31][CH2:32][CH2:33][CH3:34].[CH3:41][N:42]([CH3:43])[CH:44]=[O:45].[H-:1].[N+:3](=[O:4])([O-:5])[c:6]1[cH:7][cH:8][c:9]([C:12]23[C:13](=[O:20])[NH:14][C:15](=[O:19])[CH:16]([CH2:17]2)[CH2:18]3)[cH:10][cH:11]1.[Na+:2]>>[N+:3](=[O:4])([O-:5])[c:6]1[cH:7][cH:8][c:9]([C:12]23[C:13](=[O:20])[N:14]([CH2:21][CH2:22][CH2:23][CH2:24][CH2:25][CH2:26][CH3:27])[C:15](=[O:19])[CH:16]([CH2:17]2)[CH2:18]3)[cH:10][cH:11]1.